From a dataset of the Open Reaction Database (ORD), a public repository of structured organic reaction records. describe an organic reaction: reactants, conditions, products, and yield Reactants: CCOC(=O)c1cc2cc(O)ccc2[nH]1, C1CCOC1, CC(C)N1CCC(O)C1, O=C(N=NC(=O)N1CCCCC1)N1CCCCC1. Yields the product CCOC(=O)c1cc2cc(OC3CCN(C(C)C)C3)ccc2[nH]1. RXN SMILES: [CH2:1]([CH3:2])[O:3][C:4](=[O:5])[c:6]1[nH:7][c:8]2[cH:9][cH:10][c:11]([OH:15])[cH:12][c:13]2[cH:14]1.[CH2:43]1[O:44][CH2:45][CH2:46][CH2:47]1.[CH:16]([CH3:17])([CH3:18])[N:19]1[CH2:20][CH:21]([OH:24])[CH2:22][CH2:23]1.[N:25]([C:26]([N:27]1[CH2:28][CH2:29][CH2:30][CH2:31][CH2:32]1)=[O:33])=[N:34][C:35]([N:36]1[CH2:37][CH2:38][CH2:39][CH2:40][CH2:41]1)=[O:42]>>[CH2:1]([CH3:2])[O:3][C:4](=[O:5])[c:6]1[nH:7][c:8]2[cH:9][cH:10][c:11]([O:15][CH:21]3[CH2:20][N:19]([CH:16]([CH3:17])[CH3:18])[CH2:23][CH2:22]3)[cH:12][c:13]2[cH:14]1. Starting materials: C(C)OC=C(C(=O)OCC)C(=O)OCC (diethyl ethoxymethylenemalonate), ClC1=C2CCNC2=CC=C1 (4-chloroindoline), polyphosphoric acid, P(O)(O)(O)=O (phosphoric acid), O=P12OP3(=O)OP(=O)(O1)OP(=O)(O2)O3 (phosphorus pentoxide), [OH-].[Na+] (sodium hydroxide). The solvent is C(C)O (ethanol), O (water). Reaction conditions: temperature 60 celsius. Yields the product ClC1=CC=C2C(C(=CN3C2=C1CC3)C(=O)O)=O (9-chloro-6-oxo-1,2-dihydro-6H-pyrrolo[3,2,1-ij]quinoline-5-carboxylic acid). The yield is 71.8%. As a reaction SMILES: C(O[CH:4]=[C:5]([C:11]([O:13]CC)=O)[C:6]([O:8]CC)=[O:7])C.[Cl:16][C:17]1[CH:25]=[CH:24][CH:23]=[C:22]2[C:18]=1[CH2:19][CH2:20][NH:21]2.P(=O)(O)(O)O.O=P12OP3(OP(OP(O3)(O1)=O)(=O)O2)=O.[OH-].[Na+]>O.C(O)C>[Cl:16][C:17]1[C:18]2[CH2:19][CH2:20][N:21]3[C:22]=2[C:23]([C:11](=[O:13])[C:5]([C:6]([OH:8])=[O:7])=[CH:4]3)=[CH:24][CH:25]=1 |f:4.5|. Procedure: To 4.4 g of diethyl ethoxymethylenemalonate was added 3 g of 4-chloroindoline and the mixture was heated on an oil bath at 110° to 120° C. during which time liberation of ethanol was observed. 20 g of polyphosphoric acid prepared from 10 g of phosphoric acid and 10 g of phosphorus pentoxide was added thereto and the mixture was heated on an oil bath at 130° to 140° C. for 40 minutes. After completion of the reaction, the mixture was allowed to cool to 60° C., poured into water and rendered neutr... Starting materials: C1CCC(CC1)N=C=NC2CCCCC2 (DCC), C(CCCCCC)OC1=CC=C(C=C1)C1=C(C(=C(C=C1)O)F)F (4'-heptyloxy-2,3-difluorobiphenyl-4-ol), ClC(C(=O)O)C(C)C (2-chloro-3-methylbutyric acid). Reagents/catalysts: CN(C)C=1C=CN=CC1 (DMAP). Solvent: C(Cl)Cl (methylene chloride), C(Cl)Cl (methylene chloride). Run at time 12 hour. The product is ClC(C(=O)OC1=C(C(=C(C=C1)C1=CC=C(C=C1)OCCCCCCC)F)F)C(C)C (4-(p-heptyloxyphenyl)-2,3-difluorophenyl 2-chloro-3-methylbutyrate). RXN SMILES: C1CCC(N=C=NC2CCCCC2)CC1.[CH2:16]([O:23][C:24]1[CH:29]=[CH:28][C:27]([C:30]2[CH:35]=[CH:34][C:33]([OH:36])=[C:32]([F:37])[C:31]=2[F:38])=[CH:26][CH:25]=1)[CH2:17][CH2:18][CH2:19][CH2:20][CH2:21][CH3:22].[Cl:39][CH:40]([CH:44]([CH3:46])[CH3:45])[C:41](O)=[O:42]>C(Cl)Cl.CN(C1C=CN=CC=1)C>[Cl:39][CH:40]([CH:44]([CH3:46])[CH3:45])[C:41]([O:36][C:33]1[CH:34]=[CH:35][C:30]([C:27]2[CH:28]=[CH:29][C:24]([O:23][CH2:16][CH2:17][CH2:18][CH2:19][CH2:20][CH2:21][CH3:22])=[CH:25][CH:26]=2)=[C:31]([F:38])[C:32]=1[F:37])=[O:42]. Procedure details: A solution of 0.1 mol of DCC in methylene chloride is added to a mixture of 0.1 mol of 4'-heptyloxy-2,3-difluorobiphenyl-4-ol, 0.1 mol of optically active 2-chloro-3-methylbutyric acid (prepared from valine) and a catalytic amount of DMAP in 250 ml of methylene chloride at 0° C. The mixture is then stirred at room temperature for 12 hours, the precipitate is subsequently filtered off with suction and the filtrate is worked up in the customary manner to give 4-(p-heptyloxyphenyl)-2,3-difluorophen...